This data is from the Open Reaction Database (ORD), a public repository of structured organic reaction records. The task is: describe an organic reaction: reactants, conditions, products, and yield The reactants are [Sn](Cl)Cl (Tin(II) chloride), ClC1=CC=C(C=C1)N=NC1=C(C#N)C=C(C(=C1)F)F (2-(4-chloro-phenylazo)-4,5-difluoro-benzonitrile). Run in C(C)O (ethanol). Product: ClC1=CC=C(C=C1)N1N=C2C=C(C(=CC2=C1N)F)F (2-(4-Chloro-phenyl)-5,6-difluoro-2H-indazol-3-ylamine). Isolated yield 91.7%. Reaction SMILES: [Sn](Cl)Cl.[Cl:4][C:5]1[CH:10]=[CH:9][C:8]([N:11]=[N:12][C:13]2[CH:20]=[C:19]([F:21])[C:18]([F:22])=[CH:17][C:14]=2[C:15]#[N:16])=[CH:7][CH:6]=1>C(O)C>[Cl:4][C:5]1[CH:6]=[CH:7][C:8]([N:11]2[C:15]([NH2:16])=[C:14]3[C:13]([CH:20]=[C:19]([F:21])[C:18]([F:22])=[CH:17]3)=[N:12]2)=[CH:9][CH:10]=1. Procedure: Tin(II) chloride (11.4 g, 60 mmol) was added to a solution of 2-(4-chloro-phenylazo)-4,5-difluoro-benzonitrile (3.3 g, 12 mmol) in ethanol (91 ml) under an argon atmosphere. The suspension was heated under reflux conditions for 16 h and the solvent removed under reduced pressure. The residue was taken up in half saturated aqueous NaHCO3 solution/EtOAc 1/1, the layers were separated and filtered separately over dicalite. The filtrate of the aqueous layer was extracted two times with EtOAc, the or... The reactants are CC(C)(C)OC(=O)C1CCCN1, CC(=O)SCC(C)C(=O)O, C(=NC1CCCCC1)=NC1CCCCC1, ClCCl. Product: CC(=O)SCC(C)C(=O)N1CCCC1C(=O)OC(C)(C)C. Reaction SMILES: [C:1]([CH3:2])([CH3:3])([CH3:4])[O:5][C:6]([CH:7]1[NH:8][CH2:9][CH2:10][CH2:11]1)=[O:12].[C:28]([CH3:29])(=[O:30])[S:31][CH2:32][CH:33]([C:34](=[O:35])[OH:36])[CH3:37].[CH:13]1([N:14]=[C:15]=[N:16][CH:17]2[CH2:18][CH2:19][CH2:20][CH2:21][CH2:22]2)[CH2:23][CH2:24][CH2:25][CH2:26][CH2:27]1.[Cl:38][CH2:39][Cl:40]>>[C:1]([CH3:2])([CH3:3])([CH3:4])[O:5][C:6]([CH:7]1[N:8]([C:34]([CH:33]([CH2:32][S:31][C:28]([CH3:29])=[O:30])[CH3:37])=[O:35])[CH2:9][CH2:10][CH2:11]1)=[O:12]. Starting materials: C1CCOC1, CC(=O)O, CC(C)[N-]C(C)C, COc1ccc(F)c(F)c1, [Li+], O. The product is COc1ccc(F)c(F)c1C=O. As a reaction SMILES: [CH2:24]1[O:25][CH2:26][CH2:27][CH2:28]1.[CH3:19][C:20]([OH:21])=[O:22].[CH:1]([N-:2][CH:3]([CH3:4])[CH3:5])([CH3:6])[CH3:7].[F:9][c:10]1[cH:11][c:12]([O:17][CH3:18])[cH:13][cH:14][c:15]1[F:16].[Li+:8].[OH2:23]>>[F:9][c:10]1[c:11]([CH:20]=[O:21])[c:12]([O:17][CH3:18])[cH:13][cH:14][c:15]1[F:16]. Starting materials: S(=O)(Cl)Cl (thionyl chloride), C1(CCCCC1)C(O)C1=C(SC(=C1)C1=CC=C(C=C1)C(F)(F)F)C (cyclohexyl{2-methyl-5-[4-(trifluoromethyl)phenyl]thiophen-3-yl}methanol), C(O)([O-])=O.[Na+] (sodium hydrogen carbonate). Run in C1(=CC=CC=C1)C (toluene). Conditions: time 3 hour. Yields the product ClC(C1=C(SC(=C1)C1=CC=C(C=C1)C(F)(F)F)C)C1CCCCC1 (3-[chloro(cyclohexyl)methyl]-2-methyl-5-[4-(trifluoromethyl)phenyl]thiophene). As a reaction SMILES: [CH:1]1([CH:7]([C:9]2[CH:13]=[C:12]([C:14]3[CH:19]=[CH:18][C:17]([C:20]([F:23])([F:22])[F:21])=[CH:16][CH:15]=3)[S:11][C:10]=2[CH3:24])O)[CH2:6][CH2:5][CH2:4][CH2:3][CH2:2]1.S(Cl)([Cl:27])=O.C(=O)([O-])O.[Na+]>C1(C)C=CC=CC=1>[Cl:27][CH:7]([CH:1]1[CH2:6][CH2:5][CH2:4][CH2:3][CH2:2]1)[C:9]1[CH:13]=[C:12]([C:14]2[CH:19]=[CH:18][C:17]([C:20]([F:23])([F:22])[F:21])=[CH:16][CH:15]=2)[S:11][C:10]=1[CH3:24] |f:2.3|. Procedure details: To a solution of cyclohexyl{2-methyl-5-[4-(trifluoromethyl)phenyl]thiophen-3-yl}methanol (1.20 g) synthesized above in toluene (20 mL) was added thionyl chloride (297 μL), and the mixture was stirred at room temperature for 3 hr. The reaction mixture was poured into ice-cooled saturated aqueous sodium hydrogen carbonate solution, and the mixture was extracted with ethyl acetate. The extract was washed with saturated brine, dried over magnesium sulfate and concentrated under reduced pressure to g... Starting materials: C(C)OC(C(CC1=CC(=CC=C1)C=1C=C(C=C2C=CC=NC12)C(C)C)C1=CC=NC=C1)=O (3-[3-(6-Isopropyl-quinolin-8-yl)-phenyl]-2-pyridin-4-yl-propionic acid ethyl ester), [H-].[H-].[H-].[H-].[Li+].[Al+3] (LiAlH4). Solvent: C1CCOC1 (THF). Reaction conditions: temperature 21 celsius, time 1 hour. Product: C(C)(C)C=1C=C2C=CC=NC2=C(C1)C=1C=C(C=CC1)CC(CO)C1=CC=NC=C1 (3-[3-(6-Isopropyl-quinolin-8-yl)-phenyl]-2-pyridin-4-yl-propan-1-ol). As a reaction SMILES: C([O:3][C:4](=O)[CH:5]([C:26]1[CH:31]=[CH:30][N:29]=[CH:28][CH:27]=1)[CH2:6][C:7]1[CH:12]=[CH:11][CH:10]=[C:9]([C:13]2[CH:14]=[C:15]([CH:23]([CH3:25])[CH3:24])[CH:16]=[C:17]3[C:22]=2[N:21]=[CH:20][CH:19]=[CH:18]3)[CH:8]=1)C.[H-].[H-].[H-].[H-].[Li+].[Al+3]>C1COCC1>[CH:23]([C:15]1[CH:16]=[C:17]2[C:22](=[C:13]([C:9]3[CH:8]=[C:7]([CH2:6][CH:5]([C:26]4[CH:31]=[CH:30][N:29]=[CH:28][CH:27]=4)[CH2:4][OH:3])[CH:12]=[CH:11][CH:10]=3)[CH:14]=1)[N:21]=[CH:20][CH:19]=[CH:18]2)([CH3:25])[CH3:24] |f:1.2.3.4.5.6|. Procedure details: To a solution of Example 66 (15 mg, 0.035 mmol) in THF (mL) at 0° C. was added LiAlH4 (1M, THF, 0.35 mL, 0.35 mmol) dropwise. The resulting reaction mixture was stirred 1 h at 0° C., 1 h at 21° C., and then quenched with water and neutralized using 1N HCl. The organic extracts were washed (H2O, brine), dried (MgSO4), filtered and concentrated. Purification by flash chromatography (eluting with ethanol/ethyl acetate, 1:9) provided the title compound. The reactants are N(=[N+]=[N-])C(C(C(=O)NC1CC1)O)CCC (3-Azido-N-cyclopropyl-2-hydroxyhexanamide). Reagents/catalysts: [Pd] (Pd/C). Run in CO (MeOH). Conditions: temperature 25 celsius. Product: NC(C(C(=O)NC1CC1)O)CCC (3-Amino-N-cyclopropyl-2-hydroxyhexanamide). Isolated yield 63.9%. As a reaction SMILES: [N:1]([CH:4]([CH2:13][CH2:14][CH3:15])[CH:5]([OH:12])[C:6]([NH:8][CH:9]1[CH2:11][CH2:10]1)=[O:7])=[N+]=[N-]>[Pd].CO>[NH2:1][CH:4]([CH2:13][CH2:14][CH3:15])[CH:5]([OH:12])[C:6]([NH:8][CH:9]1[CH2:10][CH2:11]1)=[O:7]. Procedure details: Compound 40 (15.1 g, 71.3 mmol), Pd/C (1.5 g, 5 wt %, 50% wet) and MeOH (150 mL) was charged to a pressure vessel then purged with nitrogen gas for 5 min. The vessel was sealed, pressurized to 1 bar with nitrogen gas then released three times. The same was repeated with hydrogen gas. After the third purge with hydrogen the vessel was charged with 3 hydrogen at a pressure of 3 bars. The reaction was agitated and a temperature of 25±5° C. was maintained for 14 hours after which time the reaction m... Reactants: C[Si](Br)(C)C (trimethylbromosilane), C(C)OC(C(C=C(CP(=O)(OC(C)C)OC(C)C)C1CCN(CC1)C(C)=O)NC=O)=O (4-(1-acetylpiperidin-4-yl)-5-diisopropylphosphono-2-formylamino-pent-3-enoic acid ethyl ester), C(C)O (ethanol). Run in ClCCl (dichloromethane). Conditions: time 16 hour. Product: C(C)OC(C(C=C(CP(=O)(O)O)C1CCN(CC1)C(C)=O)N)=O (2-amino-4-(1-acetylpiperidin-4-yl)-5-phosphono-pent-3-enoic acid ethyl ester). Reaction SMILES: [CH2:1]([O:3][C:4](=[O:31])[CH:5]([NH:28]C=O)[CH:6]=[C:7]([CH:19]1[CH2:24][CH2:23][N:22]([C:25](=[O:27])[CH3:26])[CH2:21][CH2:20]1)[CH2:8][P:9]([O:15]C(C)C)([O:11]C(C)C)=[O:10])[CH3:2].C[Si](C)(C)Br.C(O)C>ClCCl>[CH2:1]([O:3][C:4](=[O:31])[CH:5]([NH2:28])[CH:6]=[C:7]([CH:19]1[CH2:20][CH2:21][N:22]([C:25](=[O:27])[CH3:26])[CH2:23][CH2:24]1)[CH2:8][P:9]([OH:15])([OH:11])=[O:10])[CH3:2]. Procedure details: 3.15 g (6.84 mmol) of 4-(1-acetylpiperidin-4-yl)-5-diisopropylphosphono-2-formylamino-pent-3-enoic acid ethyl ester are dissolved in 17 ml of dichloromethane, and 3.54 ml (27.3 mmol) of trimethylbromosilane are added dropwise at room temperature. The mixture is left to stand at room temperature for 16 hours, 17 ml of ethanol are added dropwise, the mixture is left to stand for a further 18 hours and is concentrated by evaporation in a rotary evaporator, the residue is dissolved in 12 ml of ethan...